This data is from the Open Reaction Database (ORD), a public repository of structured organic reaction records. The task is: describe an organic reaction: reactants, conditions, products, and yield Reactants: CC1=NNC2=CC=C(C(=C12)C=1N=C(C2=C(N1)CCN(C2)C2=C(C=CC(=C2)C(C)C)C)O)C (2-(3,5-dimethyl-1H-indazol-4-yl)-6-(5-isopropyl-2-methylphenyl)-5,6,7,8-tetrahydropyrido[4,3-d]pyrimidin-4-ol), O (water), C[N+](=CCl)C.[Cl-] (Vilsmeier reagent). The solvent is ClCCCl (DCE). Run at temperature 50 celsius. Product: ClC=1C2=C(N=C(N1)C1=C3C(=NNC3=CC=C1C)C)CCN(C2)C2=C(C=CC(=C2)C(C)C)C (4-chloro-2-(3,5-dimethyl-1H-indazol-4-yl)-6-(5-isopropyl-2-methylphenyl)-5,6,7,8-tetrahydropyrido[4,3-d]pyrimidine), ClC=1C2=C(N=C(N1)C1=C3C(=NN(C3=CC=C1C)C=O)C)CCN(C2)C2=C(C=CC(=C2)C(C)C)C (4-(4-chloro-6-(5-isopropyl-2-methylphenyl)-5,6,7,8-tetrahydropyrido[4,3-d]pyrimidin-2-yl)-3,5-dimethyl-1H-indazole-1-carbaldehyde). As a reaction SMILES: [CH3:1][C:2]1[C:10]2[C:5](=[CH:6][CH:7]=[C:8]([CH3:32])[C:9]=2[C:11]2[N:12]=[C:13](O)[C:14]3[CH2:20][N:19]([C:21]4[CH:26]=[C:25]([CH:27]([CH3:29])[CH3:28])[CH:24]=[CH:23][C:22]=4[CH3:30])[CH2:18][CH2:17][C:15]=3[N:16]=2)[NH:4][N:3]=1.[CH3:33][N+](C)=C[Cl:36].[Cl-:38].[OH2:39]>ClCCCl>[Cl:36][C:13]1[C:14]2[CH2:20][N:19]([C:21]3[CH:26]=[C:25]([CH:27]([CH3:29])[CH3:28])[CH:24]=[CH:23][C:22]=3[CH3:30])[CH2:18][CH2:17][C:15]=2[N:16]=[C:11]([C:9]2[C:8]([CH3:32])=[CH:7][CH:6]=[C:5]3[C:10]=2[C:2]([CH3:1])=[N:3][NH:4]3)[N:12]=1.[Cl:38][C:13]1[C:14]2[CH2:20][N:19]([C:21]3[CH:26]=[C:25]([CH:27]([CH3:28])[CH3:29])[CH:24]=[CH:23][C:22]=3[CH3:30])[CH2:18][CH2:17][C:15]=2[N:16]=[C:11]([C:9]2[C:8]([CH3:32])=[CH:7][CH:6]=[C:5]3[C:10]=2[C:2]([CH3:1])=[N:3][N:4]3[CH:33]=[O:39])[N:12]=1 |f:1.2|. Procedure details: To a suspension of 2-(3,5-dimethyl-1H-indazol-4-yl)-6-(5-isopropyl-2-methylphenyl)-5,6,7,8-tetrahydropyrido[4,3-d]pyrimidin-4-ol (1.3 g, 3.04 mmol) in DCE (50 mL) was added Vilsmeier reagent (1.95 g, 15.2 mmol). The mixture was heated at 50° C. for 2 h. LC-MS showed reaction complete. The reaction mixture was poured into water, and the layers were separated. The aqueous layer was extracted with DCM. The organics were combined and concentrated. The residue was purified by FCC (0-100% EtOAc/heptan... Reactants: CC1=C(C(=CC=C1N(C(CNC(C=CC1=CC=C(C=C1)C(NC)=O)=O)=O)C)C)CO (2,6-dimethyl-1-hydroxymethyl-3-[N-methyl-N-[4-(methylcarbamoyl)cinnamoylglycyl]amino]benzene), [Cl-] (chloride), O (water). Run in CN(C=O)C (N,N-dimethylformamide). Conditions: time 8 hour. Product: CC1=C(CCl)C(=CC=C1N(C)C(CNC(C=CC1=CC=C(C=C1)C(NC)=O)=O)=O)C (2,6-dimethyl-3-[N-[4-(methylcarbamoyl)-cinnamoylglycyl]-N-methylamino]benzyl chloride). Yield: 95.7%. As a reaction SMILES: [CH3:1][C:2]1[C:7]([N:8]([CH3:27])[C:9](=[O:26])[CH2:10][NH:11][C:12](=[O:25])[CH:13]=[CH:14][C:15]2[CH:20]=[CH:19][C:18]([C:21](=[O:24])[NH:22][CH3:23])=[CH:17][CH:16]=2)=[CH:6][CH:5]=[C:4]([CH3:28])[C:3]=1[CH2:29]O.[Cl-:31].O>CN(C)C=O>[CH3:1][C:2]1[C:7]([N:8]([C:9](=[O:26])[CH2:10][NH:11][C:12](=[O:25])[CH:13]=[CH:14][C:15]2[CH:20]=[CH:19][C:18]([C:21](=[O:24])[NH:22][CH3:23])=[CH:17][CH:16]=2)[CH3:27])=[CH:6][CH:5]=[C:4]([CH3:28])[C:3]=1[CH2:29][Cl:31]. Reported procedure: To a solution of 2,6-dimethyl-1-hydroxymethyl-3-[N-methyl-N-[4-(methylcarbamoyl)cinnamoylglycyl]amino]benzene (2.00 g) in N,N-dimethylformamide (100 ml) was added mezhanesulfonyl chloride (784 mg) under ice-cooling, and the mixture was stirred for 2 hours at the same temperature and overnight at ambient temperature. To the mixture was added water and extracted with chloroform. The organic layer was washed with brine, dried over magnesium sulfate and concentrated. The residue was pulverized with ... Reactants: OC1=C2CCC(NC2=C(C=C1)C)=O (5-hydroxy-8-methyl-3,4-dihydro-1H-quinolin-2-one), N1=CC=CC=C1 (Pyridine), FC(S(=O)(=O)OS(=O)(=O)C(F)(F)F)(F)F (trifluoromethanesulfonic anhydride). The solvent is ClCCl (dichloromethane). Reaction conditions: time 1 hour. The product is CC=1C=CC(=C2CCC(NC12)=O)OS(=O)(=O)C(F)(F)F (8-methyl-5-trifluoromethanesulfonyloxy-3,4-dihydro-1H-quinolin-2-one). Isolated yield 97.0%. Reaction SMILES: N1C=CC=CC=1.[F:7][C:8]([F:21])([F:20])[S:9]([O:12]S(C(F)(F)F)(=O)=O)(=[O:11])=[O:10].O[C:23]1[CH:32]=[CH:31][C:30]([CH3:33])=[C:29]2[C:24]=1[CH2:25][CH2:26][C:27](=[O:34])[NH:28]2>ClCCl>[CH3:33][C:30]1[CH:31]=[CH:32][C:23]([O:12][S:9]([C:8]([F:21])([F:20])[F:7])(=[O:11])=[O:10])=[C:24]2[C:29]=1[NH:28][C:27](=[O:34])[CH2:26][CH2:25]2. Reported procedure: Pyridine (6.2 ml) and trifluoromethanesulfonic anhydride (10.3 ml) were added with stirring at 0° C. to an anhydrous dichloromethane solution (30 ml) of 5-hydroxy-8-methyl-3,4-dihydro-1H-quinolin-2-one (9.0 g), followed by stirring for 1 hour. The resulting mixture was concentrated under reduced pressure, water was added to the residue, and extraction with dichloromethane was performed. The extract was washed with water, an aqueous potassium hydrogensulfate solution and water in this order, and ... Reactants: C(C)N(C1=C(C=CC(=C1)OC)[C@H]1CC=2C=CC(=CC2CC1)OC(C(C)(C)C)=O)C(C1=CC=C(C=C1)O)=O (pivalic acid (R)-6-{2-[ethyl(4-hydroxybenzoyl)amino]-4-methoxyphenyl}-5,6,7,8-tetrahydronaphthalen-2-yl ester), ClCC(=O)N(C)C (2-chloro-N,N-dimethylacetamide). Product: CN(CCOC1=CC=C(CCCNC2=C(C=CC(=C2)OC)[C@H]2CC=3C=CC(=CC3CC2)O)C=C1)C ((R)-6-{2-{[4-(2-Dimethylaminoethoxy)benzyl]ethylamino}-4-methoxyphenyl}-5,6,7,8-tetrahydronaphthalen-2-ol). Yield: 30.6%. RXN SMILES: C([N:3](C(=O)C1C=CC(O)=CC=1)[C:4]1[CH:9]=[C:8]([O:10][CH3:11])[CH:7]=[CH:6][C:5]=1[C@@H:12]1[CH2:21][CH2:20][C:19]2[CH:18]=[C:17]([O:22]C(=O)C(C)(C)C)[CH:16]=[CH:15][C:14]=2[CH2:13]1)C.Cl[CH2:39][C:40]([N:42]([CH3:44])[CH3:43])=O>>[CH3:43][N:42]([CH3:44])[CH2:40][CH2:39][O:10][C:8]1[CH:9]=[CH:4][C:5]([CH2:12][CH2:13][CH2:14][NH:3][C:4]2[CH:9]=[C:8]([O:10][CH3:11])[CH:7]=[CH:6][C:5]=2[C@@H:12]2[CH2:21][CH2:20][C:19]3[CH:18]=[C:17]([OH:22])[CH:16]=[CH:15][C:14]=3[CH2:13]2)=[CH:6][CH:7]=1. Reported procedure: Synthesized from pivalic acid (R)-6-{2-[ethyl(4-hydroxybenzoyl)amino]-4-methoxyphenyl}-5,6,7,8-tetrahydronaphthalen-2-yl ester (20 mg) and 2-chloro-N,N-dimethylacetamide (10 mg) according to an analogous synthetic method to Example 404 and purified by LC-MS, the title compound (2.9 mg) was obtained. The reactants are CN(C=O)C (N,N-dimethylformamide), FC1=CC=C(C=C1)C=1NC=C(C1)[N+](=O)[O-] (2-(4-fluorophenyl)-4-nitro-1H-pyrrole), [H-].[Na+] (sodium hydride), resultant mixture, resultant mixture, resultant mixture, CI (methyl iodide). The solvent is O (water), C1(=CC=CC=C1)C (toluene). Yields the product FC1=CC=C(C=C1)C=1N(C=C(C1)[N+](=O)[O-])C (2-(4-Fluorophenyl)-1-methyl-4-nitro-1H-pyrrole), crude product. As a reaction SMILES: [CH3:1]N(C)C=O.[F:6][C:7]1[CH:12]=[CH:11][C:10]([C:13]2[NH:14][CH:15]=[C:16]([N+:18]([O-:20])=[O:19])[CH:17]=2)=[CH:9][CH:8]=1.[H-].[Na+].CI>C1(C)C=CC=CC=1.O>[F:6][C:7]1[CH:8]=[CH:9][C:10]([C:13]2[N:14]([CH3:1])[CH:15]=[C:16]([N+:18]([O-:20])=[O:19])[CH:17]=2)=[CH:11][CH:12]=1 |f:2.3|. Procedure: To an N,N-dimethylformamide solution (0.50 mL) of 2-(4-fluorophenyl)-4-nitro-1H-pyrrole (10.0 mg, 0.0485 mmol) synthesized in Reference Synthesis Example 245, sodium hydride (2.50 mg, 0.0582 mmol) was added at 0° C. and the resultant mixture was stirred for 1 hour. Thereafter, methyl iodide (18.8 μL, 0.0582 mmol) was added to the reaction solution and the resultant mixture was stirred at room temperature for 7 hours and 30 minutes. After completion of the reaction, water was added to the reactio... Reaction SMILES: [CH2:25]([CH:26]=[CH2:27])[I:28].[CH3:1][C:2]12[CH2:3][CH2:4][CH:5]([c:6]3[c:7](=[O:23])[n:8](-[c:11]4[cH:12][cH:13][cH:14][c:15]5[c:20]4[C:19]([CH3:21])([CH3:22])[CH2:18][CH:17]=[CH:16]5)[nH:9][c:10]31)[CH2:24]2.[CH3:29][N:30]([CH3:31])[CH:32]=[O:33]>>[CH3:1][C:2]12[CH2:3][CH2:4][CH:5]([c:6]3[c:7](=[O:23])[n:8](-[c:11]4[cH:12][cH:13][cH:14][c:15]5[c:20]4[C:19]([CH3:21])([CH3:22])[CH2:18][CH:17]=[CH:16]5)[n:9]([CH2:27][CH:26]=[CH2:25])[c:10]31)[CH2:24]2. Starting materials: C=CCI, CC1(C)CC=Cc2cccc(-n3[nH]c4c(c3=O)C3CCC4(C)C3)c21, CN(C)C=O. The product is C=CCn1c2c(c(=O)n1-c1cccc3c1C(C)(C)CC=C3)C1CCC2(C)C1.